Dataset: the Open Reaction Database (ORD), a public repository of structured organic reaction records. Task: describe an organic reaction: reactants, conditions, products, and yield Reactants: S=C(Cl)Cl, Nc1cc(F)ccc1N1CCOCC1, C1COCCO1, O. Yields the product Fc1ccc(N2CCOCC2)c(N=C=S)c1. As a reaction SMILES: [Cl:15][C:16]([Cl:17])=[S:18].[F:1][c:2]1[cH:3][cH:4][c:5]([N:9]2[CH2:10][CH2:11][O:12][CH2:13][CH2:14]2)[c:6]([NH2:7])[cH:8]1.[O:19]1[CH2:20][CH2:21][O:22][CH2:23][CH2:24]1.[OH2:25]>>[F:1][c:2]1[cH:3][cH:4][c:5]([N:9]2[CH2:10][CH2:11][O:12][CH2:13][CH2:14]2)[c:6]([N:7]=[C:16]=[S:18])[cH:8]1. The reactants are C(C)N(C(C1=CC=C(C=C1)N(C1CCN(CC1)CCC)C1=CC(=CC=C1)O)=O)CC (N,N-diethyl-4-[3-hydroxyphenyl(1-propylpiperidin-4-yl)amino]benzamide), C(C)(=O)Cl (acetyl chloride). The solvent is C(Cl)Cl (CH2Cl2). Reaction conditions: time 2 hour. Yields the product Cl.C(C)N(C(C1=CC=C(C=C1)N(C1CCN(CC1)CCC)C1=CC(=CC=C1)OC(C)=O)=O)CC (N,N-Diethyl-4-[3-acetoxyphenyl(1-propylpiperidin-4-yl)amino]benzamide Hydrochloride). Yield: 62.0%. Reaction SMILES: [CH2:1]([N:3]([CH2:29][CH3:30])[C:4](=[O:28])[C:5]1[CH:10]=[CH:9][C:8]([N:11]([C:21]2[CH:26]=[CH:25][CH:24]=[C:23]([OH:27])[CH:22]=2)[CH:12]2[CH2:17][CH2:16][N:15]([CH2:18][CH2:19][CH3:20])[CH2:14][CH2:13]2)=[CH:7][CH:6]=1)[CH3:2].[C:31]([Cl:34])(=[O:33])[CH3:32]>C(Cl)Cl>[ClH:34].[CH2:29]([N:3]([CH2:1][CH3:2])[C:4](=[O:28])[C:5]1[CH:6]=[CH:7][C:8]([N:11]([C:21]2[CH:26]=[CH:25][CH:24]=[C:23]([O:27][C:31](=[O:33])[CH3:32])[CH:22]=2)[CH:12]2[CH2:17][CH2:16][N:15]([CH2:18][CH2:19][CH3:20])[CH2:14][CH2:13]2)=[CH:9][CH:10]=1)[CH3:30] |f:3.4|. Procedure details: A solution of 0.96 g (2.3 mmol) of N,N-diethyl-4-[3-hydroxyphenyl(1-propylpiperidin-4-yl)amino]benzamide was stirred in 20 mL of CH2Cl2 and 0.17 mL of acetyl chloride was added. The mixture was stirred for 2 h. The solvent was evaporated and the residue recrystallized from 2-PrOH to give 0.7 g (62% yield) of the title compound as a white crystalline solid: mp 218-219° C. MS m/z=452 (M++H). 300 MHz 1H NMR (DMSO-d6) δ7.3 (d 2H); 7.2 (m, 1H);6.9 (d, 2H);6.7 (m, 2H);4.1 (t, 3H); 3.6 (d, 2H); 3.4 (m,... The reactants are ClC1=C(C=C(C(=O)OC)C=C1)C1=C(N=C(N1)C)C (Methyl 4-chloro-3-(2,4-dimethyl-1H-imidazol-5-yl)benzoate), ClC1=C(C=C(C(=O)OC)C=C1)C1=C(N=C(N1)C)C (Methyl 4-chloro-3-(2,4-dimethyl-1H-imidazol-5-yl)benzoate), [OH-].[Na+] (NaOH). Solvent: CO (methanol). Product: ClC1=C(C=C(C(=O)O)C=C1)C1=C(N=C(N1)C)C (4-Chloro-3-(2,4-dimethyl-1H-imidazol-5-yl)benzoic acid). Isolated yield 90.0%. As a reaction SMILES: [Cl:1][C:2]1[CH:11]=[CH:10][C:5]([C:6]([O:8]C)=[O:7])=[CH:4][C:3]=1[C:12]1[NH:16][C:15]([CH3:17])=[N:14][C:13]=1[CH3:18].[OH-].[Na+]>CO>[Cl:1][C:2]1[CH:11]=[CH:10][C:5]([C:6]([OH:8])=[O:7])=[CH:4][C:3]=1[C:12]1[NH:16][C:15]([CH3:17])=[N:14][C:13]=1[CH3:18] |f:1.2|. Procedure: Methyl 4-chloro-3-(2,4-dimethyl-1H-imidazol-5-yl)benzoate (compound 50.3, 270 mg, 1.02 mmol) was dissolved in methanol (20 mL) and aqueous NaOH (2 M, 6 mL) then heated to 50° C. for 16 hrs. The volatile solvents were removed under reduced pressure and the resulting aqueous phase was acidified to pH 5-6 with aqueous HCl (2M). The precipitated solids were filtered, and dried to yield 230 mg (94%) of the title compound as a white solid. m/z (ES−) 249 (M−H)− Starting materials: BrC1=C(C=CC=C1)I (1-bromo-2-iodobenzene), C(C(C)(C)C)O (neopentyl alcohol), N1=CC=CC2=CC=C3C=CC=NC3=C12 (1,10-phenanthroline), C([O-])([O-])=O.[Cs+].[Cs+] (cesium carbonate). Reagents/catalysts: [Cu]I (copper(I) iodide). Reaction conditions: temperature 100 celsius. The product is BrC1=C(C=CC=C1)OCC(C)(C)C (1-bromo-2-(neopentyloxy)benzene). RXN SMILES: [Br:1][C:2]1[CH:7]=[CH:6][CH:5]=[CH:4][C:3]=1I.[CH2:9]([OH:14])[C:10]([CH3:13])([CH3:12])[CH3:11].N1C2C(=CC=C3C=2N=CC=C3)C=CC=1.C(=O)([O-])[O-].[Cs+].[Cs+]>[Cu]I>[Br:1][C:2]1[CH:7]=[CH:6][CH:5]=[CH:4][C:3]=1[O:14][CH2:9][C:10]([CH3:13])([CH3:12])[CH3:11] |f:3.4.5|. Procedure: A vial was charged with 1-bromo-2-iodobenzene (627 μL, 5 mmol), neopentyl alcohol (4.85 g, 55.0 mmol), copper(I) iodide (95 mg, 0.500 mmol), 1,10-phenanthroline (180 mg, 1.000 mmol) and cesium carbonate (2.28 g, 7.00 mmol). The vial was sealed under air atmosphere and heated to 100° C. for 12 h. The reaction mixture was cooled to RT and filtered through a pad of silica gel. The silica gel was washed with Et2O. The filtrate was concentrated and the residue was purified by column chromatography (1... Product: N1=C(C=CC=C1)C(=O)O (pyridine-2-carboxylic acid). The reactants are amine, 4-oxo-tetrahydro, 3-methoxymethyl-4-oxo-9,10,11,12-tetrahydro-4H,5H-naphtho[2,1-b]thiopyrano[2,3-d]pyran-2-carboxylic acid-6,6-dioxide, R16NH2, O=C1C2=C(OC(=C1)C(=O)O)C1=C(SC2)C=CC=C1 (4-oxo-4H,5H-[1]benzothiopyrano[4,3-b]pyran-2-carboxylic acid), O=C1C2=C(NC(=C1)C(=O)O)C1=C(SC2)C=CC=2CCCCC21 (4-oxo-1,4,9,10,11,12-hexahydro-5H-naphtho[1',2' : 5,6]thiopyrano[4,3-b]pyridine-2-carboxylic acid). RXN SMILES: O=C1C=C(C(O)=O)OC2C3C=CC=CC=3SCC1=2.COCC1C(=O)C2C[O+](=O)([O-])C3C=CC4CCCCC=4C=3C=2SC=1C(O)=O.O=[C:47]1[CH:52]=[C:51]([C:53]([OH:55])=[O:54])[NH:50][C:49]2C3C4CCCCC=4C=CC=3SC[C:48]1=2>>[N:50]1[CH:49]=[CH:48][CH:47]=[CH:52][C:51]=1[C:53]([OH:55])=[O:54]. Procedure: In the same manner, by using an appropriate amine of formula R16NH2 but replacing 4-oxo-4H,5H-[1]benzothiopyrano[4,3-b]pyran-2-carboxylic acid with an equivalent amount of one of the 4-oxo-tetrahydro-4H,5H-naphtho[2,1-b] or [2,3-b] or [1,2-b]thiopyrano[2,3-d]pyran-2-carboxylic acids (described in Example 79), 4-oxo-1,4,9,10,11,12-hexahydro-5H-naphtho[1',2' : 5,6]thiopyrano[4,3-b]pyridine-2-carboxylic acid (l; R3, R4, R5 and R15 = H, R1 and R2 together form a CH2CH2CH2CH2 chain, X = S and Y = NH)... The reactants are ice water, Cl (HCl), OC1COCC1 (3-hydroxytetrahydrofuran), BrCC=1C(=C(C(=O)O)C=CC1S(=O)(=O)C)Cl (3-bromomethyl-2-chloro-4-methylsulfonylbenzoic acid), CC(C)([O-])C.[K+] (potassium tert-butoxide). Run in CN(C)C=O (DMF). Reaction conditions: temperature -15 celsius, time 1 hour. Yields the product ClC1=C(C(=O)O)C=CC(=C1COC1COCC1)S(=O)(=O)C (2-chloro-3-(3-tetrahydrofuranyl)oxymethyl-4-methylsulfonylbenzoic acid). The yield is 60.0%. RXN SMILES: CC(C)([O-])C.[K+].[OH:7][CH:8]1[CH2:12][CH2:11][O:10][CH2:9]1.Br[CH2:14][C:15]1[C:16]([Cl:28])=[C:17]([CH:21]=[CH:22][C:23]=1[S:24]([CH3:27])(=[O:26])=[O:25])[C:18]([OH:20])=[O:19].Cl>CN(C=O)C>[Cl:28][C:16]1[C:15]([CH2:14][O:7][CH:8]2[CH2:12][CH2:11][O:10][CH2:9]2)=[C:23]([S:24]([CH3:27])(=[O:26])=[O:25])[CH:22]=[CH:21][C:17]=1[C:18]([OH:20])=[O:19] |f:0.1|. Procedure details: At 0° C., 25 ml of DMF and 3.25 g (28 mmol) of potassium tert-butoxide were initially charged and mixed with 2.5 g (27.5 mmol) of 3-hydroxytetrahydrofuran. The solution was cooled to −15° C., and 4.7 g (140 mmol) of 3-bromomethyl-2-chloro-4-methylsulfonylbenzoic acid were added. The mixture was then stirred at 15-20° C. for one hour. The reaction was poured into 45 g of ice/water, acidified with 2N HCl and extracted with EA. The organic phases were dried with MgSO4, filtered and concentrated. Th... The reactants are FC(C(=O)O)(F)F (Trifluoroacetic acid), NC(=O)NC=1NC2=CC(=CC=C2C1C(=O)N)C=1N(C=CC1)C(=O)OC(C)(C)C (2-aminocarbonylamino-6-(1-tert-butoxycarbonylpyrrol-2-yl)indole-3-carboxamide), NC(=O)NC=1NC2=CC(=CC=C2C1C(=O)N)C=1N(C=CC1)C(=O)OC(C)(C)C (2-aminocarbonylamino-6-(1-tert-butoxycarbonylpyrrol-2-yl)indole-3-carboxamide), [OH-].[Na+] (Sodium hydroxide), O (water). Run in ClCCl (dichloromethane). Reaction conditions: time 30 minute. Yields the product NC(=O)NC=1NC2=CC(=CC=C2C1C(=O)N)C=1NC=CC1 (2-Aminocarbonylamino-6-(pyrrol-2-yl)indole-3-carboxamide). Yield: 29.0%. As a reaction SMILES: FC(F)(F)C(O)=O.[NH2:8][C:9]([NH:11][C:12]1[NH:13][C:14]2[C:19]([C:20]=1[C:21]([NH2:23])=[O:22])=[CH:18][CH:17]=[C:16]([C:24]1[N:25](C(OC(C)(C)C)=O)[CH:26]=[CH:27][CH:28]=1)[CH:15]=2)=[O:10].[OH-].[Na+].O>ClCCl>[NH2:8][C:9]([NH:11][C:12]1[NH:13][C:14]2[C:19]([C:20]=1[C:21]([NH2:23])=[O:22])=[CH:18][CH:17]=[C:16]([C:24]1[NH:25][CH:26]=[CH:27][CH:28]=1)[CH:15]=2)=[O:10] |f:2.3|. Reported procedure: Trifluoroacetic acid (0.50 mL, 6.7 mmol) was added to a solution of 2-aminocarbonylamino-6-(1-tert-butoxycarbonylpyrrol-2-yl)indole-3-carboxamide (Compound 4-20, 28 mg, 0.073 mmol) in dichloromethane (0.5 mL) under ice-cooling, and the mixture was stirred for 30 minutes. 2 N Sodium hydroxide aqueous solution (3.5 mL) and water (10 mL) were added to the reaction mixture, and the whole was extracted with ethyl acetate (15 mL). The organic layer was washed with water (5 mL), brine (5 mL), and dried... Reactants: FC1(COC1)C=1C(=CC(=NC1)C(=O)O)O[C@H](C(F)(F)F)C (5-(3-fluorooxetan-3-yl)-4-[(1S)-2,2,2-trifluoro-1-methyl-ethoxy]pyridine-2-carboxylic acid), C1(CC1)CC(C)(N)C=1OC(=NN1)C (1-cyclopropyl-2-(5-methyl-1,3,4-oxadiazol-2-yl)propan-2-amine). Product: C1(CC1)CC(C)(C=1OC(=NN1)C)NC(=O)C1=NC=C(C(=C1)O[C@H](C(F)(F)F)C)C1(COC1)F (N-[1-cyclopropyl-2-(5-methyl-1,3,4-oxadiazol-2-yl)propan-2-yl]-5-(3-fluorooxetan-3-yl)-4-[(2S)-1,1,1-trifluoropropan-2-yl]oxypyridine-2-carboxamide). Reaction SMILES: [F:1][C:2]1([C:6]2[C:7]([O:15][C@@H:16]([CH3:21])[C:17]([F:20])([F:19])[F:18])=[CH:8][C:9]([C:12]([OH:14])=O)=[N:10][CH:11]=2)[CH2:5][O:4][CH2:3]1.[CH:22]1([CH2:25][C:26]([C:29]2[O:30][C:31]([CH3:34])=[N:32][N:33]=2)([NH2:28])[CH3:27])[CH2:24][CH2:23]1>>[CH:22]1([CH2:25][C:26]([NH:28][C:12]([C:9]2[CH:8]=[C:7]([O:15][C@@H:16]([CH3:21])[C:17]([F:18])([F:20])[F:19])[C:6]([C:2]3([F:1])[CH2:5][O:4][CH2:3]3)=[CH:11][N:10]=2)=[O:14])([C:29]2[O:30][C:31]([CH3:34])=[N:32][N:33]=2)[CH3:27])[CH2:24][CH2:23]1. Procedure: The title compound was synthesized in analogy to Example 112e, using 5-(3-fluorooxetan-3-yl)-4-[(1S)-2,2,2-trifluoro-1-methyl-ethoxy]pyridine-2-carboxylic acid (example 142b) and 1-cyclopropyl-2-(5-methyl-1,3,4-oxadiazol-2-yl)propan-2-amine (example 173b) as starting materials and isolated (70 mg, 46%); MS (ESI, m/z): 473.5 (M+H+).